Dataset: the Open Reaction Database (ORD), a public repository of structured organic reaction records. Task: describe an organic reaction: reactants, conditions, products, and yield Reactants: C(C)(=O)C1=C(C(=C(CSCC2=CC=C(C=C2)C2=NN=NN2)C=C1)CCC)O (5-[4-(4-acetyl-3-hydroxy-2-propylbenzylthiomethyl)phenyl]-tetrazole), sulfoxide, OO (hydrogen peroxide), C(C)(=O)O (acetic acid). Reported procedure: A solution of 3.8 g. of 5-[4-(4-acetyl-3-hydroxy-2-propylbenzylthiomethyl)phenyl]-tetrazole in 1.5 ml. of 30% hydrogen peroxide, 100 ml. of acetic acid, and 50 ml. of methylene chloride was stirred for 24 hours at room temperature. The solution was evaporated in vacuo and the residue was dissolved in hot isopropyl alcohol. Water was added and the resulting precipitate was recovered by filtration. Recrystallization from isopropyl alcohol gave 0.8 g. of the title sulfoxide, m.p. 112°-116° C. NMR, ... RXN SMILES: [C:1]([C:4]1[CH:23]=[CH:22][C:7]([CH2:8][S:9][CH2:10][C:11]2[CH:16]=[CH:15][C:14]([C:17]3[NH:21][N:20]=[N:19][N:18]=3)=[CH:13][CH:12]=2)=[C:6]([CH2:24][CH2:25][CH3:26])[C:5]=1[OH:27])(=[O:3])[CH3:2].OO.C(O)(=[O:32])C>C(Cl)Cl>[C:1]([C:4]1[CH:23]=[CH:22][C:7]([CH2:8][S:9]([CH2:10][C:11]2[CH:12]=[CH:13][C:14]([C:17]3[NH:18][N:19]=[N:20][N:21]=3)=[CH:15][CH:16]=2)=[O:32])=[C:6]([CH2:24][CH2:25][CH3:26])[C:5]=1[OH:27])(=[O:3])[CH3:2]. The product is C(C)(=O)C1=C(C(=C(CS(=O)CC2=CC=C(C=C2)C2=NN=NN2)C=C1)CCC)O (5-[4-(4-Acetyl-3-hydroxy-2-propylbenzylsulfinylmethyl)phenyl]-tetrazole). The solvent is C(Cl)Cl (methylene chloride). Starting materials: CN(C)C(=[N+](C)C)ON1C2=C(C=CC=C2)N=N1.[B-](F)(F)(F)F (TBTU), C=1C=CC2=C(C1)N=NN2O (HOBT), CCN(C(C)C)C(C)C (DIPEA), CN(C)C=O (DMF), CN(C)C=O (DMF), N1=C(NC2=C1C=CC=C2)C(=O)O (benzimidazolecarboxylic acid), amine, CN(C)C=O (DMF), acid, acid. Solvent: O (water). Reaction conditions: time 4 hour. The product is N1=CC=C(C=C1)OC1=CC=C(C=C1)NC(=O)C1=NC2=C(N1)C=CC(=C2)C (N-[4-(pyridine-4-yloxy)phenyl]-5-methyl-1H-benzimidazole-2-carboxamide). As a reaction SMILES: [N:1]1[C:5]2[CH:6]=[CH:7][CH:8]=[CH:9][C:4]=2[NH:3][C:2]=1[C:10]([OH:12])=O.CN(C(ON1N=[N:28][C:23]2[CH:24]=[CH:25][CH:26]=[CH:27][C:22]1=2)=[N+](C)C)C.[B-](F)(F)(F)F.[CH:35]1C=CC2N(O)N=NC=2C=1.CC[N:47]([CH:51]([CH3:53])C)[CH:48]([CH3:50])C.CN([CH:57]=[O:58])C>O>[N:47]1[CH:48]=[CH:50][C:57]([O:58][C:26]2[CH:27]=[CH:22][C:23]([NH:28][C:10]([C:2]3[NH:1][C:5]4[CH:6]=[CH:7][C:8]([CH3:35])=[CH:9][C:4]=4[N:3]=3)=[O:12])=[CH:24][CH:25]=2)=[CH:53][CH:51]=1 |f:1.2|. Procedure details: 0.064 mmol of benzimidazolecarboxylic acid 4k was dissolved in DMF together with 0.064 mmol of the amine 5a, a solution of TBTU (0.096 mmol) in DMF, HOBT (0.026 mmol) in DMF and 0.32 mmol of DIPEA were added successively, and the mixture was stirred at room temperature. After 4 hours, 0.3 eq. of acid was added, and the mixture was stirred overnight. After further addition of 0.3 eq. of acid, the reaction mixture was diluted with water after 2 hours, and the resulting precipitate was filtered off... Reactants: N1C(=NC=C1)C1=CC=C(C=N1)C=1C=CC2=C(CNCCO2)C1 (7-[6-(1H-imidazol-2-yl)pyridin-3-yl]-2,3,4,5-tetrahydro-1,4-benzoxazepine), C(C)(C)N(CC)C(C)C (diisopropylethylamine), C(=O)(Cl)Cl (phosgene), solution. The solvent is ClCCl (dichloromethane), C1(=CC=CC=C1)C (toluene). Reaction conditions: time 30 minute. Yields the product N1C(=NC=C1)C1=CC=C(C=N1)C=1C=CC2=C(CN(CCO2)C(=O)Cl)C1 (7-[6-(1H-imidazol-2-yl)pyridin-3-yl]-2,3-dihydro-1,4-benzoxazepin-4(5H)-carbonyl chloride). As a reaction SMILES: [NH:1]1[CH:5]=[CH:4][N:3]=[C:2]1[C:6]1[N:11]=[CH:10][C:9]([C:12]2[CH:13]=[CH:14][C:15]3[O:21][CH2:20][CH2:19][NH:18][CH2:17][C:16]=3[CH:22]=2)=[CH:8][CH:7]=1.C(N(C(C)C)CC)(C)C.[C:32](Cl)([Cl:34])=[O:33]>ClCCl.C1(C)C=CC=CC=1>[NH:1]1[CH:5]=[CH:4][N:3]=[C:2]1[C:6]1[N:11]=[CH:10][C:9]([C:12]2[CH:13]=[CH:14][C:15]3[O:21][CH2:20][CH2:19][N:18]([C:32]([Cl:34])=[O:33])[CH2:17][C:16]=3[CH:22]=2)=[CH:8][CH:7]=1. Procedure details: The 7-[6-(1H-imidazol-2-yl)pyridin-3-yl]-2,3,4,5-tetrahydro-1,4-benzoxazepine as obtained in step 3 was dissolved in dichloromethane (2 mL), diisopropylethylamine (0.12 mL, 0.65 mmol) was added, followed by addition of phosgene (0.07 mL of a 20% solution in toluene, 0.13 mmol). The reaction mixture was stirred at room temperature for 30 min and then concentrated to afford crude 7-[6-(1H-imidazol-2-yl)pyridin-3-yl]-2,3-dihydro-1,4-benzoxazepin-4(5H)-carbonyl chloride. Reactants: C(C1=CC=CC=C1)NC1CC2=CC=CC(=C2CC1)O[Si](C1=CC=CC=C1)(C1=CC=CC=C1)C(C)(C)C (2-benzylamino-5-t-butyldiphenylsilyloxy-1,2,3,4-tetrahydronaphthalene), C(=O)[O-].[NH4+] (ammonium formate). Reagents/catalysts: [Pd] (Pd/C). Run in C(C)O (ethanol). Product: NC1CC2=CC=CC(=C2CC1)O[Si](C1=CC=CC=C1)(C1=CC=CC=C1)C(C)(C)C (2-amino-5-t-butyldiphenylsilyloxy-1,2,3,4-tetrahydronaphthalene). Isolated yield 45.9%. Reaction SMILES: C([NH:8][CH:9]1[CH2:18][CH2:17][C:16]2[C:11](=[CH:12][CH:13]=[CH:14][C:15]=2[O:19][Si:20]([C:33]([CH3:36])([CH3:35])[CH3:34])([C:27]2[CH:32]=[CH:31][CH:30]=[CH:29][CH:28]=2)[C:21]2[CH:26]=[CH:25][CH:24]=[CH:23][CH:22]=2)[CH2:10]1)C1C=CC=CC=1.C([O-])=O.[NH4+]>C(O)C.[Pd]>[NH2:8][CH:9]1[CH2:18][CH2:17][C:16]2[C:11](=[CH:12][CH:13]=[CH:14][C:15]=2[O:19][Si:20]([C:33]([CH3:36])([CH3:35])[CH3:34])([C:27]2[CH:32]=[CH:31][CH:30]=[CH:29][CH:28]=2)[C:21]2[CH:22]=[CH:23][CH:24]=[CH:25][CH:26]=2)[CH2:10]1 |f:1.2|. Procedure details: A mixture of 2-benzylamino-5-t-butyldiphenylsilyloxy-1,2,3,4-tetrahydronaphthalene (3.15 g), ammonium formate (4.41 g) and Pd/C (0.15 g) in ethanol (EtOH) (40 ml) was refluxed for 3.5 hours. The insoluble material was filtered off and the solvent was evaporated in vacuo. The residue Has partitioned between ethyl acetate and sat. NaHCO3. The organic layer was washed with brine. The dried solvent was evaporated in vacuo. The residue was purified by chromatography on silica gel to give 2-amino-5-t-... The reactants are C1CCOC1, CN, CCCc1cc2c(C(F)(F)F)c(C#N)ccc2n1Cc1noc(-c2cc(C(=O)Cl)ccc2Cl)n1. Yields the product CCCc1cc2c(C(F)(F)F)c(C#N)ccc2n1Cc1noc(-c2cc(C(=O)NC)ccc2Cl)n1. RXN SMILES: [CH2:37]1[O:38][CH2:39][CH2:40][CH2:41]1.[CH3:35][NH2:36].[Cl:1][c:2]1[c:3](-[c:11]2[n:12][c:13]([CH2:16][n:17]3[c:18]([CH2:32][CH2:33][CH3:34])[cH:19][c:20]4[c:21]([C:28]([F:29])([F:30])[F:31])[c:22]([C:26]#[N:27])[cH:23][cH:24][c:25]34)[n:14][o:15]2)[cH:4][c:5]([C:6](=[O:7])[Cl:8])[cH:9][cH:10]1>>[Cl:1][c:2]1[c:3](-[c:11]2[n:12][c:13]([CH2:16][n:17]3[c:18]([CH2:32][CH2:33][CH3:34])[cH:19][c:20]4[c:21]([C:28]([F:29])([F:30])[F:31])[c:22]([C:26]#[N:27])[cH:23][cH:24][c:25]34)[n:14][o:15]2)[cH:4][c:5]([C:6](=[O:7])[NH:36][CH3:35])[cH:9][cH:10]1. Reactants: C1(=CC=CC=C1)C (toluene), NC1=C(C2=C(CN(CC2)C(=O)C2CC2)S1)C(C1=C(C=CC=C1)Cl)=O (2-amino-3-(2-chlorobenzoyl)-6-cyclopropanecarbonyl-4,5,6,7-tetrahydro-thieno [2,3-C]pyridine), C(O)([O-])=O.[Na+] (sodium hydrogencarbonate), BrC(C(=O)Br)C (2-bromopropionyl bromide), C(O)([O-])=O.[Na+] (sodium hydrogencarbonate), BrC(C(=O)Br)C (2-bromopropionyl bromide). Run in O (water), C(C)(=O)OCC (ethyl acetate). The product is BrC(C(=O)NC1=C(C2=C(CN(CC2)C(=O)C2CC2)S1)C(C1=C(C=CC=C1)Cl)=O)C (2-(2-Bromopropionylamino)-3-(2-chlorobenzoyl)-6-cyclopropanecarbonyl-4,5,6,7-tetrahydrothieno[2,3-C]pyridine). RXN SMILES: C1(C)C=CC=CC=1.[NH2:8][C:9]1[S:22][C:12]2[CH2:13][N:14]([C:17]([CH:19]3[CH2:21][CH2:20]3)=[O:18])[CH2:15][CH2:16][C:11]=2[C:10]=1[C:23](=[O:31])[C:24]1[CH:29]=[CH:28][CH:27]=[CH:26][C:25]=1[Cl:30].C(=O)([O-])O.[Na+].[Br:37][CH:38]([CH3:42])[C:39](Br)=[O:40]>C(OCC)(=O)C.O>[Br:37][CH:38]([CH3:42])[C:39]([NH:8][C:9]1[S:22][C:12]2[CH2:13][N:14]([C:17]([CH:19]3[CH2:20][CH2:21]3)=[O:18])[CH2:15][CH2:16][C:11]=2[C:10]=1[C:23](=[O:31])[C:24]1[CH:29]=[CH:28][CH:27]=[CH:26][C:25]=1[Cl:30])=[O:40] |f:2.3|. Reported procedure: 450 ml of toluene and 150 ml of water were added to 21.83 g of 2-amino-3-(2-chlorobenzoyl)-6-cyclopropanecarbonyl-4,5,6,7-tetrahydro-thieno [2,3-C]pyridine. 10.16 g of sodium hydrogencarbonate was further added, to which 9.5 ml of 2-bromopropionyl bromide was added while heating to 50° to 60° C. Moreover, a sodium hydrogencarbonate aqueous solution (10.6 g of sodium hydrogencarbonate and 150 ml of water1) and 5 ml of 2-bromopropionyl bromide were added to complete the reaction. After the complet...